This data is from the Open Reaction Database (ORD), a public repository of structured organic reaction records. The task is: describe an organic reaction: reactants, conditions, products, and yield Starting materials: CCOc1c(Br)cc(C(C)C)cc1C(C)C, O=Cc1cc(Br)ccc1F, [Li]C(C)(C)C, COCCOC, [Cl-], [NH4+]. Product: CCOc1c(C(C)C)cc(C(C)C)cc1C(O)c1cc(Br)ccc1F. RXN SMILES: [Br:1][c:2]1[c:3]([O:14][CH2:15][CH3:16])[c:4]([CH:11]([CH3:12])[CH3:13])[cH:5][c:6]([CH:8]([CH3:9])[CH3:10])[cH:7]1.[Br:22][c:23]1[cH:24][cH:25][c:26]([F:31])[c:27]([CH:28]=[O:29])[cH:30]1.[C:17]([Li:18])([CH3:19])([CH3:20])[CH3:21].[CH3:34][O:35][CH2:36][CH2:37][O:38][CH3:39].[Cl-:32].[NH4+:33]>>[c:2]1([CH:28]([c:27]2[c:26]([F:31])[cH:25][cH:24][c:23]([Br:22])[cH:30]2)[OH:29])[c:3]([O:14][CH2:15][CH3:16])[c:4]([CH:11]([CH3:12])[CH3:13])[cH:5][c:6]([CH:8]([CH3:9])[CH3:10])[cH:7]1.